This data is from the Open Reaction Database (ORD), a public repository of structured organic reaction records. The task is: describe an organic reaction: reactants, conditions, products, and yield Reactants: Cl.BrC=1C=C2C(=NNC2=CC1)C (5-bromo-3-methyl-1H-indazole hydrochloride), N1=CC=CC=C1 (pyridine), acid, ClCCl (dichloromethane). The reagents and catalysts are CC(=O)[O-].CC(=O)[O-].[Cu+2] (Cu(OAc)2). The product is BrC=1C=C2C(=NN(C2=CC1)C1=CC=CC=C1)C (5-Bromo-3-methyl-1-phenyl-1H-indazole). Reaction SMILES: Cl.[Br:2][C:3]1[CH:4]=[C:5]2[C:9](=[CH:10][CH:11]=1)[NH:8][N:7]=[C:6]2[CH3:12].N1[CH:18]=[CH:17][CH:16]=[CH:15][CH:14]=1.Cl[CH2:20]Cl>CC([O-])=O.CC([O-])=O.[Cu+2]>[Br:2][C:3]1[CH:4]=[C:5]2[C:9](=[CH:10][CH:11]=1)[N:8]([C:14]1[CH:20]=[CH:18][CH:17]=[CH:16][CH:15]=1)[N:7]=[C:6]2[CH3:12] |f:0.1,4.5.6|. Procedure details: The mixture of 5-bromo-3-methyl-1H-indazole hydrochloride (999 mg), Cu(OAc)2 (1.13 g), pyridine (978 ul) and phenylbronic acid (982 mg) in dichloromethane (20 ml) was stirred at room temperature for over night. The mixture was filtered with celite pad, and the filtrate was evaporated under reduced pressure. The green residue was purified by silica gel chromatography (hexane/EtOAc) to give the intended compound as brown oil. Reactants: Cc1c(C(=O)NCC2(N(C)C)CCSCC2)cc(C(C)(C)C)n1CCc1ccc(F)cc1, ClC(Cl)Cl, O=C(OO)c1cccc(Cl)c1. Yields the product Cc1c(C(=O)NCC2(N(C)C)CCS(=O)CC2)cc(C(C)(C)C)n1CCc1ccc(F)cc1. Reaction SMILES: [C:1]([CH3:2])([CH3:3])([CH3:4])[c:5]1[cH:6][c:7]([C:20](=[O:21])[NH:22][CH2:23][C:24]2([N:30]([CH3:31])[CH3:32])[CH2:25][CH2:26][S:27][CH2:28][CH2:29]2)[c:8]([CH3:19])[n:9]1[CH2:10][CH2:11][c:12]1[cH:13][cH:14][c:15]([F:18])[cH:16][cH:17]1.[CH:44]([Cl:45])([Cl:46])[Cl:47].[OH:33][O:34][C:35]([c:36]1[cH:37][c:38]([Cl:39])[cH:40][cH:41][cH:42]1)=[O:43]>>[C:1]([CH3:2])([CH3:3])([CH3:4])[c:5]1[cH:6][c:7]([C:20](=[O:21])[NH:22][CH2:23][C:24]2([N:30]([CH3:31])[CH3:32])[CH2:25][CH2:26][S:27](=[O:33])[CH2:28][CH2:29]2)[c:8]([CH3:19])[n:9]1[CH2:10][CH2:11][c:12]1[cH:13][cH:14][c:15]([F:18])[cH:16][cH:17]1. Reactants: C(C)OC(C1=C(N=C(C=C1)C1=CC=C(C=C1)OC(F)(F)F)C(F)(F)F)=O (6-(4-trifluoromethoxy-phenyl)-2-trifluoromethyl-nicotinic acid ethyl ester), [H-].[Al+3].[Li+].[H-].[H-].[H-] (lithium aluminium hydride). Yields the product FC(OC1=CC=C(C=C1)C1=CC=C(C(=N1)C(F)(F)F)CO)(F)F ([6-(4-Trifluoromethoxy-phenyl)-2-trifluoromethyl-pyridin-3-yl]-methanol). Reaction SMILES: C([O:3][C:4](=O)[C:5]1[CH:10]=[CH:9][C:8]([C:11]2[CH:16]=[CH:15][C:14]([O:17][C:18]([F:21])([F:20])[F:19])=[CH:13][CH:12]=2)=[N:7][C:6]=1[C:22]([F:25])([F:24])[F:23])C.[H-].[Al+3].[Li+].[H-].[H-].[H-]>>[F:21][C:18]([F:19])([F:20])[O:17][C:14]1[CH:15]=[CH:16][C:11]([C:8]2[N:7]=[C:6]([C:22]([F:23])([F:24])[F:25])[C:5]([CH2:4][OH:3])=[CH:10][CH:9]=2)=[CH:12][CH:13]=1 |f:1.2.3.4.5.6|. Procedure: In analogy to the procedure described in example 16 c], 6-(4-trifluoromethoxy-phenyl)-2-trifluoromethyl-nicotinic acid ethyl ester was treated with lithium aluminium hydride to give the title compound as colorless crystals. Reactants: CC(=O)O, O=C(O)C(Cc1ccccc1[N+](=O)[O-])=NO, O. Product: N#CCc1ccccc1[N+](=O)[O-]. Reaction SMILES: [CH3:18][C:19](=[O:20])[OH:21].[N+:2](=[O:3])([O-:4])[c:5]1[c:6]([CH2:11][C:12]([C:14]([OH:15])=[O:17])=[N:16][OH:13])[cH:7][cH:8][cH:9][cH:10]1.[OH2:1]>>[N+:2](=[O:3])([O-:4])[c:5]1[c:6]([CH2:11][C:12]#[N:16])[cH:7][cH:8][cH:9][cH:10]1.